From a dataset of the Open Reaction Database (ORD), a public repository of structured organic reaction records. describe an organic reaction: reactants, conditions, products, and yield Reactants: CC=1C=C(C(=NC1C)C1=CC=CC=C1)OC1=CC=NC2=CC(=C(C=C12)OC)O (4-(5,6-Dimethyl-2-phenyl-pyridin-3-yloxy)-6-methoxy-quinolin-7-ol), CC=1C=C(C(=NC1C)C1=CC=CC=C1)OC1=CC=NC2=CC(=C(C=C12)OC)O (4-(5,6-Dimethyl-2-phenyl-pyridin-3-yloxy)-6-methoxy-quinolin-7-ol), C([O-])([O-])=O.[K+].[K+] (Potassium carbonate), BrCCO (2-bromoethanol). Run in CN(C=O)C (N,N-dimethylformamide). Run at temperature 70 celsius, time 8 hour. The product is CC=1C=C(C(=NC1C)C1=CC=CC=C1)OC1=CC=NC2=CC(=C(C=C12)OC)OCCO (2-[4-(5,6-Dimethyl-2-phenyl-pyridin-3-yloxy)-6-methoxy-quinolin-7-yloxy]-ethanol). The yield is 76.0%. RXN SMILES: [CH3:1][C:2]1[CH:3]=[C:4]([O:15][C:16]2[C:25]3[C:20](=[CH:21][C:22]([OH:28])=[C:23]([O:26][CH3:27])[CH:24]=3)[N:19]=[CH:18][CH:17]=2)[C:5]([C:9]2[CH:14]=[CH:13][CH:12]=[CH:11][CH:10]=2)=[N:6][C:7]=1[CH3:8].C(=O)([O-])[O-].[K+].[K+].Br[CH2:36][CH2:37][OH:38]>CN(C)C=O>[CH3:1][C:2]1[CH:3]=[C:4]([O:15][C:16]2[C:25]3[C:20](=[CH:21][C:22]([O:28][CH2:36][CH2:37][OH:38])=[C:23]([O:26][CH3:27])[CH:24]=3)[N:19]=[CH:18][CH:17]=2)[C:5]([C:9]2[CH:10]=[CH:11][CH:12]=[CH:13][CH:14]=2)=[N:6][C:7]=1[CH3:8] |f:1.2.3|. Procedure details: 4-(5,6-Dimethyl-2-phenyl-pyridin-3-yloxy)-6-methoxy-quinolin-7-ol (compound 332) (162 mg) was dissolved in N,N-dimethylformamide (3 ml) to prepare a solution. Potassium carbonate (180 mg) and 2-bromoethanol (0.1 ml) were added to the solution, and the mixture was stirred at 70° C. overnight. The solvent was removed by distillation under the reduced pressure, water was then added to the residue, and the mixture was extracted with chloroform. The chloroform layer was washed with saturated brine an...